This data is from the Open Reaction Database (ORD), a public repository of structured organic reaction records. The task is: describe an organic reaction: reactants, conditions, products, and yield The reactants are CN1CCC(N(C)c2ccc(C(F)(F)F)cc2[N+](=O)[O-])CC1, CO. The product is CN1CCC(N(C)c2ccc(C(F)(F)F)cc2N)CC1. As a reaction SMILES: [CH3:1][N:2]([CH:3]1[CH2:4][CH2:5][N:6]([CH3:9])[CH2:7][CH2:8]1)[c:10]1[c:11]([N+:20]([O-:21])=[O:22])[cH:12][c:13]([C:16]([F:17])([F:18])[F:19])[cH:14][cH:15]1.[CH3:23][OH:24]>>[CH3:1][N:2]([CH:3]1[CH2:4][CH2:5][N:6]([CH3:9])[CH2:7][CH2:8]1)[c:10]1[c:11]([NH2:20])[cH:12][c:13]([C:16]([F:17])([F:18])[F:19])[cH:14][cH:15]1. The reactants are BrC1=C(C=CC=C1)C(C(C(=O)OCC)C(=O)OCC)C (ethyl 3-(2-bromophenyl)-2-ethoxycarbonyl-3-methyl-propionate), CS(=O)C (dimethylsulfoxide), [Cl-].[Li+] (lithium chloride). Run in O (water). Run at temperature 150 celsius. Product: BrC1=C(C=CC=C1)C(CC(=O)OCC)C (ethyl 3-(2-bromophenyl)-3-methylpropionate). Isolated yield 61.5%. Reaction SMILES: [Br:1][C:2]1[CH:7]=[CH:6][CH:5]=[CH:4][C:3]=1[CH:8]([CH3:20])[CH:9](C(OCC)=O)[C:10]([O:12][CH2:13][CH3:14])=[O:11].CS(C)=O.[Cl-].[Li+]>O>[Br:1][C:2]1[CH:7]=[CH:6][CH:5]=[CH:4][C:3]=1[CH:8]([CH3:20])[CH2:9][C:10]([O:12][CH2:13][CH3:14])=[O:11] |f:2.3|. Procedure: To a solution of crude ethyl 3-(2-bromophenyl)-2-ethoxycarbonyl-3-methyl-propionate (52.96 g, 168.13 mmole) in the mixture of dimethylsulfoxide (250 ml) and water (3 ml) was added lithium chloride (14 g), and the resulting mixture was heated at 150° C. for 2.5 hours. After cooling, dimethylsulfoxide was removed by distillation under reduced pressure, an aqueous sodium chloride solution was added, and the mixture was extracted with ethyl acetate. The organic layer was washed with an aqueous ammon... Reactants: C(#N)CC(=O)OCC(C)C (isobutyl cyanoacetate), C(C)(=O)OC(C)=O (acetic anhydride), C(OCC)(OCC)OCC (triethyl orthoformate). Procedure: A mixture of isobutyl cyanoacetate (30 g), acetic anhydride (58 ml) and triethyl orthoformate (43 ml) was heated under reflux for 6 hours. The volatile material was evaporated and the residue was distilled to give isobutyl 2-cyano-3-ethoxy-2-propenoate, b.p. 130°-133° C./0.4 mm. A solution of this (6 g) in ethanol (30 ml) was mixed with benzylmethylamine (4 ml). The mixture was heated under reflux for 10 minutes and then cooled and diluted with water (50 ml). The solid was filtered and recrystal... Product: C(#N)C(C(=O)OCC(C)C)=COCC (isobutyl 2-cyano-3-ethoxy-2-propenoate). As a reaction SMILES: [C:1]([CH2:3][C:4]([O:6][CH2:7][CH:8]([CH3:10])[CH3:9])=[O:5])#[N:2].[C:11]([O:14][C:15](=O)C)(=O)[CH3:12].C(OCC)(OCC)OCC>>[C:1]([C:3](=[CH:15][O:14][CH2:11][CH3:12])[C:4]([O:6][CH2:7][CH:8]([CH3:10])[CH3:9])=[O:5])#[N:2]. Reactants: ClCC1=NC(=CC=C1)SC1CCCC1 (2-Chloromethyl-6-cyclopentylsulfanyl-pyridine), C(C)OC(=O)C1C(C1)C1=CC(=C(C(=C1)F)O)F (2-(3,5-difluoro-4-hydroxy-phenyl)-cyclopropanecarboxylic acid ethyl ester). Yields the product C1(CCCC1)SC1=CC=CC(=N1)COC1=C(C=C(C=C1F)C1C(C1)C(=O)O)F (2-[4-(6-cyclopentylsulfanyl-pyridin-2-ylmethoxy)-3,5-difluoro-phenyl]-cyclopropane carboxylic acid). Isolated yield 77.6%. Reaction SMILES: Cl[CH2:2][C:3]1[CH:8]=[CH:7][CH:6]=[C:5]([S:9][CH:10]2[CH2:14][CH2:13][CH2:12][CH2:11]2)[N:4]=1.C([O:17][C:18]([CH:20]1[CH2:22][CH:21]1[C:23]1[CH:28]=[C:27]([F:29])[C:26]([OH:30])=[C:25]([F:31])[CH:24]=1)=[O:19])C>>[CH:10]1([S:9][C:5]2[N:4]=[C:3]([CH2:2][O:30][C:26]3[C:25]([F:31])=[CH:24][C:23]([CH:21]4[CH2:22][CH:20]4[C:18]([OH:19])=[O:17])=[CH:28][C:27]=3[F:29])[CH:8]=[CH:7][CH:6]=2)[CH2:14][CH2:13][CH2:12][CH2:11]1. Reported procedure: 2-Chloromethyl-6-cyclopentylsulfanyl-pyridine (0.033 g, 0.143 mmol) obtained in Step C of Preparation Example 27 and 2-(3,5-difluoro-4-hydroxy-phenyl)-cyclopropanecarboxylic acid ethyl ester (0.033 g, 0.143 mmol) obtained in Step B of Preparation Example 31 were used to react sequentially in the same manner as in Steps A and B of Example 1 to obtain the title compound (0.045 g, 77%). The reactants are solution, C(=C)(C)C1=CC=NC=C1 (4-isopropenyl pyridine), S1(NCCC1)(=O)=O (isothiazolidine-1,1-dioxide), [OH-].C[N+](CC1=CC=CC=C1)(C)C (trimethylbenzylammonium hydroxide). Solvent: O (water), O (water), C(Cl)(Cl)Cl (chloroform). Conditions: time 16 hour. Yields the product N1=CC=C(C=C1)C(CN1S(CCC1)(=O)=O)C (2-[2-(4-pyridyl)prop-1-yl]isothiazolidine-1,1-dioxide). RXN SMILES: [C:1]([C:4]1[CH:9]=[CH:8][N:7]=[CH:6][CH:5]=1)([CH3:3])=[CH2:2].[S:10]1(=[O:16])(=[O:15])[CH2:14][CH2:13][CH2:12][NH:11]1.[OH-].C[N+](C)(C)CC1C=CC=CC=1>O.C(Cl)(Cl)Cl>[N:7]1[CH:8]=[CH:9][C:4]([CH:1]([CH3:3])[CH2:2][N:11]2[CH2:12][CH2:13][CH2:14][S:10]2(=[O:16])=[O:15])=[CH:5][CH:6]=1 |f:2.3|. Procedure details: A mixture of 4-isopropenyl pyridine (1.79 g) and isothiazolidine-1,1-dioxide (1.81 g) was heated at 130° C. during the addition of "Triton B" (Trade Mark, trimethylbenzylammonium hydroxide) (0.25 g added every hour for four hours; 40% solution in water). After stirring for 16 hours at 130° the mixture was cooled and taken in chloroform (50 cm3) and water (50 cm3). The aqueous phase was extracted with chloroform (3×20 cm3) and the dried (MgSO4) extracts were evaporated to given an oil. Chromatogr... The reactants are CC(C)(C)OC(=O)n1cnc(CCCI)c1, COc1ccccc1, O=C(O)C(F)(F)F. Product: ICCCc1c[nH]cn1. As a reaction SMILES: [C:1]([O:2][C:3](=[O:4])[n:8]1[cH:9][n:10][c:11]([CH2:13][CH2:14][CH2:15][I:16])[cH:12]1)([CH3:5])([CH3:6])[CH3:7].[CH3:17][O:18][c:19]1[cH:20][cH:21][cH:22][cH:23][cH:24]1.[OH:25][C:26]([C:27]([F:28])([F:29])[F:30])=[O:31]>>[nH:8]1[cH:9][n:10][c:11]([CH2:13][CH2:14][CH2:15][I:16])[cH:12]1. The reactants are CN1CCNCC1, COc1ccc(-c2cc3ccccc3c(Cl)n2)cc1. Product: Cl, COc1ccc(-c2cc3ccccc3c(N3CCN(C)CC3)n2)cc1. As a reaction SMILES: [CH3:20][N:21]1[CH2:22][CH2:23][NH:24][CH2:25][CH2:26]1.[Cl:1][c:2]1[n:3][c:4](-[c:12]2[cH:13][cH:14][c:15]([O:18][CH3:19])[cH:16][cH:17]2)[cH:5][c:6]2[cH:7][cH:8][cH:9][cH:10][c:11]12>>[ClH:1].[c:2]1([N:24]2[CH2:23][CH2:22][N:21]([CH3:20])[CH2:26][CH2:25]2)[n:3][c:4](-[c:12]2[cH:13][cH:14][c:15]([O:18][CH3:19])[cH:16][cH:17]2)[cH:5][c:6]2[cH:7][cH:8][cH:9][cH:10][c:11]12.